This data is from the Open Reaction Database (ORD), a public repository of structured organic reaction records. The task is: describe an organic reaction: reactants, conditions, products, and yield Starting materials: CSc1nccc(CC(=O)c2cccc(Br)c2)n1, O=N[O-], [Na+], C1CCOC1, O. Product: CSc1nccc(C(=NO)C(=O)c2cccc(Br)c2)n1. RXN SMILES: [Br:1][c:2]1[cH:3][c:4]([C:8]([CH2:9][c:10]2[n:11][c:12]([S:16][CH3:17])[n:13][cH:14][cH:15]2)=[O:18])[cH:5][cH:6][cH:7]1.[N:19](=[O:20])[O-:21].[Na+:22].[O:23]1[CH2:24][CH2:25][CH2:26][CH2:27]1.[OH2:28]>>[Br:1][c:2]1[cH:3][c:4]([C:8]([C:9]([c:10]2[n:11][c:12]([S:16][CH3:17])[n:13][cH:14][cH:15]2)=[N:19][OH:20])=[O:18])[cH:5][cH:6][cH:7]1. Starting materials: CCCCC, Cc1ccccc1, OC1c2ccc(Cl)cc2CCc2cccnc21, [Na+], [OH-], O=S(Cl)Cl. Product: Clc1ccc2c(c1)CCc1cccnc1C2Cl. Reaction SMILES: [CH3:24][CH2:25][CH2:26][CH2:27][CH3:28].[CH3:29][c:30]1[cH:31][cH:32][cH:33][cH:34][cH:35]1.[Cl:1][c:2]1[cH:3][cH:4][c:5]2[c:6]([cH:17]1)[CH2:7][CH2:8][c:9]1[c:10]([n:11][cH:12][cH:13][cH:14]1)[CH:15]2[OH:16].[Na+:23].[OH-:22].[S:18]([Cl:19])([Cl:20])=[O:21]>>[Cl:1][c:2]1[cH:3][cH:4][c:5]2[c:6]([cH:17]1)[CH2:7][CH2:8][c:9]1[c:10]([n:11][cH:12][cH:13][cH:14]1)[CH:15]2[Cl:20]. Starting materials: C(C)(C)(C)O (t-Butanol), CC(=O)OI1(C=2C=CC=CC2C(=O)O1)(OC(=O)C)OC(=O)C (Dess-Martin periodinane), FC1=CC=C(C=C1)C1=NC(=CC(=C1CO)C(C)C)C1=CC=CC=C1 (2-(4-fluorophenyl)-4-(1-methylethyl)-6-phenyl-3-pyridinemethanol). Solvent: CCOCC (Et2O), CC#N (CH3CN), CC#N (CH3CN), C(Cl)Cl (CH2Cl2). Reaction conditions: time 15 minute. Yields the product FC1=CC=C(C=C1)C1=NC(=CC(=C1C=O)C(C)C)C1=CC=CC=C1 (2-(4-fluorophenyl)-4-(1-methylethyl)- 6-phenyl-3-pyridinecarboxaldehyde). The yield is 92.0%. RXN SMILES: C(O)(C)(C)C.CC(OI1(OC(C)=O)(OC(C)=O)OC(=O)C2C=CC=CC1=2)=O.[F:28][C:29]1[CH:34]=[CH:33][C:32]([C:35]2[C:40]([CH2:41][OH:42])=[C:39]([CH:43]([CH3:45])[CH3:44])[CH:38]=[C:37]([C:46]3[CH:51]=[CH:50][CH:49]=[CH:48][CH:47]=3)[N:36]=2)=[CH:31][CH:30]=1>CC#N.C(Cl)Cl.CCOCC>[F:28][C:29]1[CH:34]=[CH:33][C:32]([C:35]2[C:40]([CH:41]=[O:42])=[C:39]([CH:43]([CH3:45])[CH3:44])[CH:38]=[C:37]([C:46]3[CH:47]=[CH:48][CH:49]=[CH:50][CH:51]=3)[N:36]=2)=[CH:31][CH:30]=1. Procedure details: t-Butanol (175 mg, 2.35 mmol) was added to a stirring solution of Dess-Martin periodinane (1.005 gm, 2.37 mmol) in dry CH3CN (15 ml). After 15 minutes, a solution of 2-(4-fluorophenyl)-4-(1-methylethyl)-6-phenyl-3-pyridinemethanol (582 mg, 1.81 mmol) in CH3CN (9 ml) and CH2Cl2 (3 ml) was added to the mixture and stirring was continued for 40 minutes. The mixture was diluted with Et2O and quenched with 1N NaOH (25 ml). After 25 minutes of rapid mixing, the biphasic mixture was separated and the a... Run in CN1C(CCC1)=O (N-methyl-2-pyrrolidinone). Starting materials: ClC1=NC=CC(=C1)C1COCCO1 (1-(2-chloro-4-pyridyl)-1-ethylenedioxyethane), steel, C(C)N (ethylamine). Procedure details: A mixture of 18.8 g. (94 mmoles) of 1-(2-chloro-4-pyridyl)-1-ethylenedioxyethane and 50 ml. of ethylamine in 80 ml. of N-methyl-2-pyrrolidinone was sealed in a steel bomb and heated at 165° C. for 15 hours. The bomb was cooled and the contents distilled under reduced pressure to remove excess solvent. The residue in 100 ml. of methylene chloride was extracted with 2 N hydrochloric acid (3×25 ml.). The combined acid extracts were heated at 80° C. for 3 hours and were then cooled and made basic wi... Product: C(C)NC1=NC=CC(=C1)C(C)=O (1-(2-ethylamino-4-pyridyl)-1-ethanone). Conditions: temperature 165 celsius. Reaction SMILES: Cl[C:2]1[CH:7]=[C:6]([CH:8]2[O:13]CCO[CH2:9]2)[CH:5]=[CH:4][N:3]=1.[CH2:14]([NH2:16])[CH3:15]>CN1CCCC1=O>[CH2:14]([NH:16][C:2]1[CH:7]=[C:6]([C:8](=[O:13])[CH3:9])[CH:5]=[CH:4][N:3]=1)[CH3:15]. The reactants are I(=O)(=O)(=O)[O-].[Na+] (sodium metaperiodate), ice, CC(CSC1=CC=CC=C1)[C@H]1CC[C@H]2C3=CC=C4C[C@H](C[C@@H]([C@]4(C)[C@H]3CC[C@]12C)OC(=O)OC)OC(=O)OC (20-methyl-1α,3β-bis(methoxycarbonyloxy)-21-phenylthiopregna-5,7-diene). Solvent: O1CCCC1 (tetrahydrofuran), C(C)OCC (diethyl ether). Reaction conditions: time 30 minute. Yields the product CC(CS(=O)C1=CC=CC=C1)[C@H]1CC[C@H]2C3=CC=C4C[C@H](C[C@@H]([C@]4(C)[C@H]3CC[C@]12C)OC(=O)OC)OC(=O)OC (20-methyl-1α,3β-bis(methoxycarbonyloxy)-21-phenylsulfinylpregna-5,7 -diene). Isolated yield 68.7%. Reaction SMILES: I([O-])(=O)(=O)=[O:2].[Na+].[CH3:7][CH:8]([C@@H:17]1[C@:34]2([CH3:35])[C@H:20]([C:21]3[C@H:31]([CH2:32][CH2:33]2)[C@:29]2([CH3:30])[C:24]([CH2:25][C@@H:26]([O:41][C:42]([O:44][CH3:45])=[O:43])[CH2:27][C@@H:28]2[O:36][C:37]([O:39][CH3:40])=[O:38])=[CH:23][CH:22]=3)[CH2:19][CH2:18]1)[CH2:9][S:10][C:11]1[CH:16]=[CH:15][CH:14]=[CH:13][CH:12]=1>O1CCCC1.C(OCC)C>[CH3:7][CH:8]([C@@H:17]1[C@:34]2([CH3:35])[C@H:20]([C:21]3[C@H:31]([CH2:32][CH2:33]2)[C@:29]2([CH3:30])[C:24]([CH2:25][C@@H:26]([O:41][C:42]([O:44][CH3:45])=[O:43])[CH2:27][C@@H:28]2[O:36][C:37]([O:39][CH3:40])=[O:38])=[CH:23][CH:22]=3)[CH2:19][CH2:18]1)[CH2:9][S:10]([C:11]1[CH:16]=[CH:15][CH:14]=[CH:13][CH:12]=1)=[O:2] |f:0.1|. Procedure details: To a solution of 20 mg of sodium metaperiodate in 2 ml of tetrahydrofuran was added dropwise an ice-cooled solution of 41 mg of 20-methyl-1α,3β-bis(methoxycarbonyloxy)-21-phenylthiopregna-5,7-diene in 1 ml of diethyl ether. The resulting mixture was stirred with ice cooling for 30 minutes, then the insoluble matter was filtered off and washed with diethyl ether, and the filtrate and washings were combined, washed in sequence with an aqueous solution of sodium thiosulfate, water, an aqueous solut... The reactants are Cl.C1(=CC=CC=C1)NC(=O)C1CNCC1 (N-phenyl-3-pyrrolidinecarboxamide hydrochloride), NC1=NC(=CC(=N1)C1=CC=C2C(=NNC2=C1)N)S(=O)(=O)C (6-[2-amino-6-(methylsulfonyl)-4-pyrimidinyl]-1H-indazol-3-amine). Run in CN1CCCC1=O (NMP), CCN(C(C)C)C(C)C (Hunig's base). Run at temperature 160 celsius. Product: NC1=NC(=CC(=N1)N1CC(CC1)C(=O)NC1=CC=CC=C1)C1=CC=C2C(=NNC2=C1)N (1-[2-Amino-6-(3-amino-1H-indazol-6-yl)-4-pyrimidinyl]-N-phenyl-3-pyrrolidinecarboxamide). Isolated yield 7.5%. Reaction SMILES: Cl.[C:2]1([NH:8][C:9]([CH:11]2[CH2:15][CH2:14][NH:13][CH2:12]2)=[O:10])[CH:7]=[CH:6][CH:5]=[CH:4][CH:3]=1.[NH2:16][C:17]1[N:22]=[C:21]([C:23]2[CH:31]=[C:30]3[C:26]([C:27]([NH2:32])=[N:28][NH:29]3)=[CH:25][CH:24]=2)[CH:20]=[C:19](S(C)(=O)=O)[N:18]=1>CN1C(=O)CCC1.CCN(C(C)C)C(C)C>[NH2:16][C:17]1[N:18]=[C:19]([N:13]2[CH2:14][CH2:15][CH:11]([C:9]([NH:8][C:2]3[CH:3]=[CH:4][CH:5]=[CH:6][CH:7]=3)=[O:10])[CH2:12]2)[CH:20]=[C:21]([C:23]2[CH:31]=[C:30]3[C:26]([C:27]([NH2:32])=[N:28][NH:29]3)=[CH:25][CH:24]=2)[N:22]=1 |f:0.1|. Procedure details: A mixture of N-phenyl-3-pyrrolidinecarboxamide hydrochloride (500 mg, 2.21 mmol), 6-[2-amino-6-(methylsulfonyl)-4-pyrimidinyl]-1H-indazol-3-amine (500 mg, 1.6 mmol) in NMP (3 mL) and Hunig's base (1.5 mL) was heated at 160° C. for 1 hour under microwave conditions. The reaction mixture was concentrated and purified by SiO2 chromatography (eluent: 4.5:4.5:1 EtOAc:THF:NH4OH) to afford the title compound (50 mg) as a solid. 1H NMR (400 MHz, DMSO-d6): δ 2.05 (m, 2H), 3.30 (m, 1H), 3.4-3.7 (m, 4H), 5... Starting materials: C(C)=O (acetaldehyde), NC1CN(CCC1)C([C@H](C)N1C([C@H](CC1)NS(=O)(=O)C1=CC2=CC=C(C=C2C=C1)Cl)=O)=O (N-{(3S)-1-[(1S)-2-(3-aminopiperidin-1-yl)-1-methyl-2-oxoethyl]-2-oxopyrrolidin-3-yl }-6-chloronaphthalene-2-sulfonamide), C(C)(=O)O (acetic acid), C(C)=O (acetaldehyde), C(C)(=O)O (acetic acid), C(C)(=O)O[BH-](OC(C)=O)OC(C)=O.C(C)[N+](CC)(CC)CC (tetraethylammonium triacetoxyborohydride). Solvent: C(Cl)Cl (DCM), C(Cl)Cl (DCM), C(Cl)Cl (DCM), C(Cl)Cl (DCM). Reaction conditions: time 60 hour. Product: ClC=1C=C2C=CC(=CC2=CC1)S(=O)(=O)N[C@@H]1C(N(CC1)[C@H](C(=O)N1CC(CCC1)NCC)C)=O (6-Chloro-N-((3S)-1-{(1S)-2-[3-(ethylamino)piperidin-1-yl]-1-methyl-2-oxoethyl}-2-oxopyrrolidin-3-yl)naphthalene-2-sulfonamide). RXN SMILES: [CH:1](=O)[CH3:2].C(O)(=O)C.[NH2:8][CH:9]1[CH2:14][CH2:13][CH2:12][N:11]([C:15](=[O:39])[C@@H:16]([N:18]2[CH2:22][CH2:21][C@H:20]([NH:23][S:24]([C:27]3[CH:36]=[CH:35][C:34]4[C:29](=[CH:30][CH:31]=[C:32]([Cl:37])[CH:33]=4)[CH:28]=3)(=[O:26])=[O:25])[C:19]2=[O:38])[CH3:17])[CH2:10]1.C(O[BH-](OC(=O)C)OC(=O)C)(=O)C.C([N+](CC)(CC)CC)C>C(Cl)Cl>[Cl:37][C:32]1[CH:33]=[C:34]2[C:29](=[CH:30][CH:31]=1)[CH:28]=[C:27]([S:24]([NH:23][C@H:20]1[CH2:21][CH2:22][N:18]([C@@H:16]([CH3:17])[C:15]([N:11]3[CH2:12][CH2:13][CH2:14][CH:9]([NH:8][CH2:1][CH3:2])[CH2:10]3)=[O:39])[C:19]1=[O:38])(=[O:26])=[O:25])[CH:36]=[CH:35]2 |f:3.4|. Procedure details: To a solution of acetaldehyde (0.041 ml from a stock solution made up from 0.0127 l acetaldehyde dissolved in 1 ml DCM)) in dry DCM (0.4 ml) treated with acetic acid (0.1 ml from a stock solution made up from 0.0054 ml acetic acid dissolved in 1 ml DCM) was added N-{(3S)-1-[(1S)-2-(3-aminopiperidin-1-yl)-1-methyl-2-oxoethyl]-2-oxopyrrolidin-3-yl }-6-chloronaphthalene-2-sulfonamide [Example 365] (0.045 g) followed by tetraethylammonium triacetoxyborohydride (0.005 g). The mixture was stirred at r...